From a dataset of the Open Reaction Database (ORD), a public repository of structured organic reaction records. describe an organic reaction: reactants, conditions, products, and yield The reactants are CS(=O)C1=NN2C(C=N1)=CC=C2NC=2C(=NC=CC2)N(S(=O)(=O)C)C (N-[3-(2-Methanesulfinyl-pyrrolo[2,1-f][1,2,4]triazin-7-ylamino)-pyridin-2-yl]-N-methyl-methanesulfonamide), C1COCCN1C2=CC=C(C=C2)N (4-(4-morpholino)aniline), C(C)(C)N(C(C)C)CC (N,N-Diisopropylethylamine), COCC(C)O (1-Methoxy-2-propanol). Yields the product CN(S(=O)(=O)C)C1=NC=CC=C1NC1=CC=C2C=NC(=NN21)NC2=CC=C(C=C2)N2CCOCC2 (N-Methyl-N-{3-[2-(4-morpholin-4-yl-phenylamino)-pyrrolo[2,1-f][1,2,4]triazin-7-ylamino]-pyridin-2-yl}-methanesulfonamide). As a reaction SMILES: CS([C:4]1[N:9]=[CH:8][C:7]2=[CH:10][CH:11]=[C:12]([NH:13][C:14]3[C:15]([N:20]([CH3:25])[S:21]([CH3:24])(=[O:23])=[O:22])=[N:16][CH:17]=[CH:18][CH:19]=3)[N:6]2[N:5]=1)=O.[CH2:26]1[N:31]([C:32]2[CH:37]=[CH:36][C:35]([NH2:38])=[CH:34][CH:33]=2)[CH2:30][CH2:29][O:28][CH2:27]1.C(N(CC)C(C)C)(C)C.COCC(O)C>>[CH3:25][N:20]([C:15]1[C:14]([NH:13][C:12]2[N:6]3[C:7]([CH:8]=[N:9][C:4]([NH:38][C:35]4[CH:34]=[CH:33][C:32]([N:31]5[CH2:26][CH2:27][O:28][CH2:29][CH2:30]5)=[CH:37][CH:36]=4)=[N:5]3)=[CH:10][CH:11]=2)=[CH:19][CH:18]=[CH:17][N:16]=1)[S:21]([CH3:24])(=[O:23])=[O:22]. Reported procedure: N-[3-(2-Methanesulfinyl-pyrrolo[2,1-f][1,2,4]triazin-7-ylamino)-pyridin-2-yl]-N-methyl-methanesulfonamide (50.0 mg, 0.131 mmol), 4-(4-morpholino)aniline (46.8 mg, 0.263 mmol) and N,N-Diisopropylethylamine (0.0687 mL, 0.394 mmol) were dissolved in 1-Methoxy-2-propanol (0.500 mL, 5.12 mmol). The reaction was irradiated at 300 watts, 200° C. for 20 minutes. The reaction was then reduced en vacuo and the resulting residue was isolated and purified by Gilson prep HPLC to afford N-Methyl-N-{3-[2-(4-mo...